This data is from the Open Reaction Database (ORD), a public repository of structured organic reaction records. The task is: describe an organic reaction: reactants, conditions, products, and yield Solvent: ClCCl (dichloromethane). As a reaction SMILES: [Br:1][C:2]1[C:3]([OH:24])=[CH:4][CH:5]=[C:6]2[C:11]=1[O:10][C:9]([CH:12]1[CH2:17][CH2:16][N:15]([C:18](=[O:21])[CH2:19][CH3:20])[CH2:14][CH2:13]1)=[C:8]([CH3:22])[C:7]2=[O:23].C(N(C(C)C)CC)(C)C.Cl[CH2:35][O:36][CH3:37].O>ClCCl>[Br:1][C:2]1[C:3]([O:24][CH2:35][O:36][CH3:37])=[CH:4][CH:5]=[C:6]2[C:11]=1[O:10][C:9]([CH:12]1[CH2:17][CH2:16][N:15]([C:18](=[O:21])[CH2:19][CH3:20])[CH2:14][CH2:13]1)=[C:8]([CH3:22])[C:7]2=[O:23]. The reactants are BrC=1C(=CC=C2C(C(=C(OC12)C1CCN(CC1)C(CC)=O)C)=O)O (8-Bromo-7-hydroxy-3-methyl-2-(1-propanoylpiperidin-4-yl)-4H-chromen-4-one), C(C)(C)N(CC)C(C)C (diisopropylethylamine), ClCOC (chloro(methoxy)methane), O (Water). Product: BrC=1C(=CC=C2C(C(=C(OC12)C1CCN(CC1)C(CC)=O)C)=O)OCOC (8-bromo-7-(methoxymethoxy)-3-methyl-2-(1-propanoylpiperidin-4-yl)-4H-chromen-4-one). Procedure details: To a solution of 8-bromo-7-hydroxy-3-methyl-2-(1-propanoylpiperidin-4-yl)-4H-chromen-4-one (3.82 mol) obtained in Example 32 in dichloromethane (25 mL), diisopropylethylamine (1.32 mL, 7.66 mmol) and chloro(methoxy)methane (345 μL, 4.59 mmol) were added under cooling with ice, and the mixture was stirred for 1 hour under cooling with ice and then at room temperature for 2 hours. Water was added to the reaction solution, followed by extraction with dichloromethane. The organic layer was washed wi... The yield is 42.1%. Run at time 1 hour. Starting materials: C(C)(=O)NC1(C=2C=CC=CC2C=2NC(C=3N(C21)C=CN3)=O)CCCC (10-acetamido-10-butyl-5H,10H-imidazo[1,2-a]indeno[1,2-e]pyrazin-4-one), Cl (hydrochloric acid), C (charcoal). Solvent: CO (methanol). Reaction conditions: time 30 minute. The product is Cl.NC1(C=2C=CC=CC2C=2NC(C=3N(C21)C=CN3)=O)CCCC (10-amino-10-butyl-5H,10H-imidazo[1,2-a]indeno[1,2-e]-pyrazin-4-one hydrochloride). Reaction SMILES: C([NH:4][C:5]1([CH2:22][CH2:23][CH2:24][CH3:25])[C:17]2[N:16]3[CH:18]=[CH:19][N:20]=[C:15]3[C:14](=[O:21])[NH:13][C:12]=2[C:11]2[CH:10]=[CH:9][CH:8]=[CH:7][C:6]1=2)(=O)C.[ClH:26].C>CO>[ClH:26].[NH2:4][C:5]1([CH2:22][CH2:23][CH2:24][CH3:25])[C:17]2[N:16]3[CH:18]=[CH:19][N:20]=[C:15]3[C:14](=[O:21])[NH:13][C:12]=2[C:11]2[CH:10]=[CH:9][CH:8]=[CH:7][C:6]1=2 |f:4.5|. Procedure: 1.3 g of 10-acetamido-10-butyl-5H,10H-imidazo[1,2-a]indeno[1,2-e]pyrazin-4-one are dissolved in 25 ml of boiling 2N hydrochloric acid and the solution is stirred for 1 hours 30 minutes at boiling, cooled and concentrated to dryness under reduced pressure (15 mmHg; 2 kPa) at 60° C. The product obtained is dissolved in 30 ml of methanol and, after addition of decolorizing charcoal, the solution is filtered. The filter is washed with 10 ml of methanol, and the filtrate and washing are combined, 400... The reactants are CC(CO)C1CCC2C3=CC=C4C(C)(C)C(OC(=O)c5ccccc5)CCC4(C)C3CCC21C, Cc1ccc(S(=O)(=O)Cl)cc1, c1ccncc1. The product is Cc1ccc(S(=O)(=O)OCC(C)C2CCC3C4=CC=C5C(C)(C)C(OC(=O)c6ccccc6)CCC5(C)C4CCC32C)cc1. Reaction SMILES: [C:12]([c:13]1[cH:14][cH:15][cH:16][cH:17][cH:18]1)(=[O:19])[O:20][CH:21]1[C:22]([CH3:44])([CH3:45])[C:23]2=[CH:24][CH:25]=[C:26]3[CH:27]4[CH2:28][CH2:29][CH:30]([CH:31]([CH2:32][OH:33])[CH3:34])[C:35]4([CH3:43])[CH2:36][CH2:37][CH:38]3[C:39]2([CH3:42])[CH2:40][CH2:41]1.[c:1]1([CH3:11])[cH:2][cH:3][c:4]([S:7](=[O:8])(=[O:9])[Cl:10])[cH:5][cH:6]1.[cH:46]1[cH:47][cH:48][n:49][cH:50][cH:51]1>>[c:1]1([CH3:11])[cH:2][cH:3][c:4]([S:7](=[O:8])(=[O:9])[O:33][CH2:32][CH:31]([CH:30]2[CH2:29][CH2:28][CH:27]3[C:26]4=[CH:25][CH:24]=[C:23]5[C:22]([CH3:44])([CH3:45])[CH:21]([O:20][C:12]([c:13]6[cH:14][cH:15][cH:16][cH:17][cH:18]6)=[O:19])[CH2:41][CH2:40][C:39]5([CH3:42])[CH:38]4[CH2:37][CH2:36][C:35]32[CH3:43])[CH3:34])[cH:5][cH:6]1. Product: CCc1cccc2nc(SCc3ccc(C(=O)c4ccc(OC)cc4)cc3)n(C)c(=O)c12. Reactants: CCc1cccc2nc(S)n(C)c(=O)c12, COc1ccc(C(=O)c2ccc(CBr)cc2)cc1, CCO, [Na+], [OH-], O. Reaction SMILES: [CH2:1]([CH3:2])[c:3]1[c:4]2[c:5](=[O:15])[n:6]([CH3:14])[c:7]([SH:13])[n:8][c:9]2[cH:10][cH:11][cH:12]1.[CH3:18][O:19][c:20]1[cH:21][cH:22][c:23]([C:24](=[O:25])[c:26]2[cH:27][cH:28][c:29]([CH2:30][Br:31])[cH:32][cH:33]2)[cH:34][cH:35]1.[CH3:36][CH2:37][OH:38].[Na+:17].[OH-:16].[OH2:39]>>[CH2:1]([CH3:2])[c:3]1[c:4]2[c:5](=[O:15])[n:6]([CH3:14])[c:7]([S:13][CH2:30][c:29]3[cH:28][cH:27][c:26]([C:24]([c:23]4[cH:22][cH:21][c:20]([O:19][CH3:18])[cH:35][cH:34]4)=[O:25])[cH:33][cH:32]3)[n:8][c:9]2[cH:10][cH:11][cH:12]1. Reactants: CCS, CCOC(C)=O, O=C(NC1C2CC3CC(C2)CC1C3)c1ccc(Cl)nc1Cl, [Na+], [Na+], O=C([O-])[O-], CN(C)C=O. The product is CCSc1nc(Cl)ccc1C(=O)NC1C2CC3CC(C2)CC1C3. RXN SMILES: [CH2:1]([CH3:2])[SH:3].[CH3:36][CH2:37][O:38][C:39]([CH3:40])=[O:41].[CH:4]12[CH:5]([NH:14][C:15](=[O:16])[c:17]3[c:18]([Cl:24])[n:19][c:20]([Cl:23])[cH:21][cH:22]3)[CH:6]3[CH2:7][CH:8]([CH2:9][CH:10]([CH2:11]1)[CH2:12]3)[CH2:13]2.[Na+:25].[Na+:26].[O-:27][C:28](=[O:29])[O-:30].[O:31]=[CH:32][N:33]([CH3:34])[CH3:35]>>[CH2:1]([CH3:2])[S:3][c:18]1[c:17]([C:15]([NH:14][CH:5]2[CH:4]3[CH2:11][CH:10]4[CH2:9][CH:8]([CH2:7][CH:6]2[CH2:12]4)[CH2:13]3)=[O:16])[cH:22][cH:21][c:20]([Cl:23])[n:19]1. Reactants: C=O (paraformaldehyde), CC1CC[C@@H]([C@H](C1)O)C(C)C ((+) Menthol), ClC(CCl)Cl (1,1,2-trichloroethane). The solvent is Cl (HCl). Conditions: time 2 hour. Product: ClCOC1CC(CCC1C(C)C)C (Chloromethyl (+) Menthylether). As a reaction SMILES: C=O.[CH3:3][CH:4]1[CH2:9][C@H:8]([OH:10])[C@@H:7]([CH:11]([CH3:13])[CH3:12])[CH2:6][CH2:5]1.[Cl:14][CH:15](Cl)CCl>Cl>[Cl:14][CH2:15][O:10][CH:8]1[CH:7]([CH:11]([CH3:13])[CH3:12])[CH2:6][CH2:5][CH:4]([CH3:3])[CH2:9]1. Procedure details: 3.0 g (0.1 mole) of paraformaldehyde were stirred at 0°-5° C. with 15.6 g (0.1 mole) of (+) Menthol in 1,1,2-trichloroethane and HCl gas was passed for 2 hours. The product was further diluted to 1M concentration. Reactants: COc1ccc(Cn2nc(-c3ccc(Cl)cc3)c3c2CCN(C(=O)OC(C)(C)C)CC3)c(C)c1, ClCCl, O=C(O)C(F)(F)F. The product is COc1ccc(Cn2nc(-c3ccc(Cl)cc3)c3c2CCNCC3)c(C)c1. As a reaction SMILES: [C:1]([O:2][C:3](=[O:4])[N:8]1[CH2:9][CH2:10][c:11]2[c:12](-[c:28]3[cH:29][cH:30][c:31]([Cl:34])[cH:32][cH:33]3)[n:13][n:14]([CH2:18][c:19]3[c:20]([CH3:27])[cH:21][c:22]([O:25][CH3:26])[cH:23][cH:24]3)[c:15]2[CH2:16][CH2:17]1)([CH3:5])([CH3:6])[CH3:7].[Cl:42][CH2:43][Cl:44].[F:35][C:36]([F:37])([F:38])[C:39]([OH:40])=[O:41]>>[NH:8]1[CH2:9][CH2:10][c:11]2[c:12](-[c:28]3[cH:29][cH:30][c:31]([Cl:34])[cH:32][cH:33]3)[n:13][n:14]([CH2:18][c:19]3[c:20]([CH3:27])[cH:21][c:22]([O:25][CH3:26])[cH:23][cH:24]3)[c:15]2[CH2:16][CH2:17]1.